From a dataset of the Open Reaction Database (ORD), a public repository of structured organic reaction records. describe an organic reaction: reactants, conditions, products, and yield The reactants are [Br-], CCOCC, C=C[Mg+], [Cl-], O=Cc1ccc(C(F)(F)F)cc1, [NH4+], C1CCOC1. Yields the product C=CC(O)c1ccc(C(F)(F)F)cc1. Reaction SMILES: [Br-:13].[CH3:19][CH2:20][O:21][CH2:22][CH3:23].[CH:14](=[CH2:15])[Mg+:16].[Cl-:17].[F:1][C:2]([c:3]1[cH:4][cH:5][c:6]([CH:7]=[O:8])[cH:9][cH:10]1)([F:11])[F:12].[NH4+:18].[O:24]1[CH2:25][CH2:26][CH2:27][CH2:28]1>>[F:1][C:2]([c:3]1[cH:4][cH:5][c:6]([CH:7]([OH:8])[CH:14]=[CH2:15])[cH:9][cH:10]1)([F:11])[F:12]. The product is C(OCCNC)(OC1CCOCC1)=O (2-(methylamino)ethyl tetrahydropyran-4-yl carbonate). Conditions: time 20 minute. Reported procedure: To a solution of bis(trichloromethyl)carbonate (0.48 g) in tetrahydrofuran (20 mL) was added dropwise a solution of pyridine (0.39 mL) in tetrahydrofuran (1 mL) under ice-cooling. The reaction solution was stirred for 20 minutes under ice-cooling, and 2-(methylamino)ethyl tetrahydropyran-4-yl carbonate hydrochlride (0.96 g) obtained in Reference Synthetic Example 17 was added. A solution of triethylamine (0.67 mL) in tetrahydrofuran (1 mL) was added dropwise, and stirred at room temperature for ... Starting materials: ClC(Cl)(Cl)OC(OC(Cl)(Cl)Cl)=O (bis(trichloromethyl)carbonate), N1=CC=CC=C1 (pyridine), O1CCCC1 (tetrahydrofuran), O1CCCC1 (tetrahydrofuran). As a reaction SMILES: Cl[C:2]([O:5][C:6](=[O:12])[O:7][C:8](Cl)(Cl)Cl)(Cl)Cl.[N:13]1[CH:18]=CC=C[CH:14]=1.[O:19]1[CH2:23][CH2:22][CH2:21][CH2:20]1>>[C:6](=[O:12])([O:7][CH:8]1[CH2:22][CH2:23][O:19][CH2:20][CH2:21]1)[O:5][CH2:2][CH2:18][NH:13][CH3:14]. The reactants are CCN(C(C)C)C(C)C, Clc1ccc(N2CCNCC2)cc1Cl, Cc1ccc(-c2cc(CCC=O)nn2-c2ccccc2)cc1. Product: Cc1ccc(-c2cc(CCCN3CCN(c4ccc(Cl)c(Cl)c4)CC3)nn2-c2ccccc2)cc1. As a reaction SMILES: [CH:37]([N:38]([CH2:39][CH3:40])[CH:41]([CH3:42])[CH3:43])([CH3:44])[CH3:45].[Cl:23][c:24]1[cH:25][c:26]([N:31]2[CH2:32][CH2:33][NH:34][CH2:35][CH2:36]2)[cH:27][cH:28][c:29]1[Cl:30].[c:1]1(-[n:7]2[n:8][c:9]([CH2:19][CH2:20][CH:21]=[O:22])[cH:10][c:11]2-[c:12]2[cH:13][cH:14][c:15]([CH3:18])[cH:16][cH:17]2)[cH:2][cH:3][cH:4][cH:5][cH:6]1>>[c:1]1(-[n:7]2[n:8][c:9]([CH2:19][CH2:20][CH2:21][N:34]3[CH2:33][CH2:32][N:31]([c:26]4[cH:25][c:24]([Cl:23])[c:29]([Cl:30])[cH:28][cH:27]4)[CH2:36][CH2:35]3)[cH:10][c:11]2-[c:12]2[cH:13][cH:14][c:15]([CH3:18])[cH:16][cH:17]2)[cH:2][cH:3][cH:4][cH:5][cH:6]1. Reactants: C(Cl)(Cl)(Cl)Cl (carbon tetrachloride), [Cl-].[Al+3].[Cl-].[Cl-] (aluminum chloride), ClC1=C(C(=C(C=C1)F)Cl)Cl (1,2,3-trichloro-4-fluorobenzene). The product is ClC1=C(C=C(C(=C1Cl)Cl)F)C(Cl)(Cl)Cl (2,3,4-trichloro-5-fluorobenzotrichloride). The yield is 62.8%. Reaction SMILES: [C:1]([Cl:5])(Cl)([Cl:3])[Cl:2].[Cl-].[Al+3].[Cl-].[Cl-].[Cl:10][C:11]1[CH:16]=[CH:15][C:14]([F:17])=[C:13]([Cl:18])[C:12]=1[Cl:19]>>[Cl:10][C:11]1[C:12]([Cl:19])=[C:13]([Cl:18])[C:14]([F:17])=[CH:15][C:16]=1[C:1]([Cl:5])([Cl:3])[Cl:2] |f:1.2.3.4|. Reported procedure: Into a 200 ml four-necked-flask equipped with a stirrer, a reflux condenser, a thermometer and a dropping funnel, 97 ml (1 mol) of carbon tetrachloride and 26.7 g (0.2 mol) of aluminum chloride were charged, and 20.0 g (0.1 mol) of 1,2,3-trichloro-4-fluorobenzene was dropwise added under reflux. Thereafter, the mixture was reacted for 30 minutes. The reaction mixture was treated in the same manner as in Example 1 to obtain 19.9 g (yield: 62.8%) of 2,3,4-trichloro-5-fluorobenzotrichloride. The reactants are N(N)C1=NC=2C3=C(CCC2C=N1)C=CC=C3 (2-Hydrazinyl-5,6-dihydrobenzo[h]quinazoline), C(#N)\N=C(\NC1=CC=C(C=C1)N1CCN(CC1)C)/OC1=CC=CC=C1 ((Z)-phenyl N′-cyano-N-(4-(4-methylpiperazin-1-yl)phenyl)carbamimidate). Run in C(C)(C)O (isopropanol). Run at temperature -20 celsius. Yields the product N1=C(N=CC=2CCC3=C(C12)C=CC=C3)N3N=C(N=C3N)NC3=CC=C(C=C3)N3CCN(CC3)C (1-(5,6-dihydrobenzo[h]quinazolin-2-yl)-N3-(4-(4-methylpiperazin-1-yl)phenyl)-1H-1,2,4-triazole-3,5-diamine), compound #92. RXN SMILES: [NH:1]([C:3]1[N:12]=[CH:11][C:10]2[CH2:9][CH2:8][C:7]3[CH:13]=[CH:14][CH:15]=[CH:16][C:6]=3[C:5]=2[N:4]=1)[NH2:2].[C:17](/[N:19]=[C:20](\OC1C=CC=CC=1)/[NH:21][C:22]1[CH:27]=[CH:26][C:25]([N:28]2[CH2:33][CH2:32][N:31]([CH3:34])[CH2:30][CH2:29]2)=[CH:24][CH:23]=1)#[N:18]>C(O)(C)C>[N:4]1[C:5]2[C:6]3[CH:16]=[CH:15][CH:14]=[CH:13][C:7]=3[CH2:8][CH2:9][C:10]=2[CH:11]=[N:12][C:3]=1[N:1]1[C:17]([NH2:18])=[N:19][C:20]([NH:21][C:22]2[CH:23]=[CH:24][C:25]([N:28]3[CH2:29][CH2:30][N:31]([CH3:34])[CH2:32][CH2:33]3)=[CH:26][CH:27]=2)=[N:2]1. Procedure: 2-Hydrazinyl-5,6-dihydrobenzo[h]quinazoline (40 mg, 0.19 mmol) and (Z)-phenyl N′-cyano-N-(4-(4-methylpiperazin-1-yl)phenyl)carbamimidate (67 mg, 0.20 mMol) were suspended in isopropanol and subjected to microwave irradiation (150° C., 20 min). A precipitate formed in the microwave vial. After further cooling at −20° C., the solid was filtered off, washed with cold isopropanol and dried under vacuum to give 1-(5,6-dihydrobenzo[h]quinazolin-2-yl)-N3-(4-(4-methylpiperazin-1-yl)phenyl)-1H-1,2,4-tria... Starting materials: CCN(C(C)C)C(C)C, CC1(C)COC(CSCC(=O)N2C(=O)OCC2c2ccccc2)(c2ccccc2)OC1, CC(C)O, ClCCl, CC(C)(C)OC(=O)COc1ccc(C=Nc2ccc(F)cc2)cc1, O. Product: CC1(C)COC(CSC(C(=O)N2C(=O)OCC2c2ccccc2)C(Nc2ccc(F)cc2)c2ccc(OCC(=O)OC(C)(C)C)cc2)(c2ccccc2)OC1. Reaction SMILES: [CH2:56]([N:57]([CH:58]([CH3:59])[CH3:60])[CH:61]([CH3:62])[CH3:63])[CH3:64].[CH3:1][C:2]1([CH3:31])[CH2:3][O:4][C:5]([c:8]2[cH:9][cH:10][cH:11][cH:12][cH:13]2)([CH2:14][S:15][CH2:16][C:17](=[O:18])[N:19]2[C:20](=[O:30])[O:21][CH2:22][CH:23]2[c:24]2[cH:25][cH:26][cH:27][cH:28][cH:29]2)[O:6][CH2:7]1.[CH:65]([OH:66])([CH3:67])[CH3:68].[Cl:69][CH2:70][Cl:71].[F:32][c:33]1[cH:34][cH:35][c:36]([N:39]=[CH:40][c:41]2[cH:42][cH:43][c:44]([O:45][CH2:46][C:47](=[O:48])[O:49][C:50]([CH3:51])([CH3:52])[CH3:53])[cH:54][cH:55]2)[cH:37][cH:38]1.[OH2:72]>>[CH3:1][C:2]1([CH3:31])[CH2:3][O:4][C:5]([c:8]2[cH:9][cH:10][cH:11][cH:12][cH:13]2)([CH2:14][S:15][CH:16]([C:17](=[O:18])[N:19]2[C:20](=[O:30])[O:21][CH2:22][CH:23]2[c:24]2[cH:25][cH:26][cH:27][cH:28][cH:29]2)[CH:40]([NH:39][c:36]2[cH:35][cH:34][c:33]([F:32])[cH:38][cH:37]2)[c:41]2[cH:42][cH:43][c:44]([O:45][CH2:46][C:47](=[O:48])[O:49][C:50]([CH3:51])([CH3:52])[CH3:53])[cH:54][cH:55]2)[O:6][CH2:7]1. Yields the product CC1(C)CCC(C)(C)c2cc(C(=O)Nc3ccc(OCCN4CCOCC4)cc3)ccc21. Reaction SMILES: [CH3:1][C:2]1([CH3:17])[c:3]2[cH:4][cH:5][c:6]([C:14](=[O:15])[OH:16])[cH:7][c:8]2[C:9]([CH3:12])([CH3:13])[CH2:10][CH2:11]1.[Cl-:22].[NH2:23][c:24]1[cH:25][cH:26][c:27]([O:28][CH2:29][CH2:30][N:31]2[CH2:32][CH2:33][O:34][CH2:35][CH2:36]2)[cH:37][cH:38]1.[O:39]1[CH2:40][CH2:41][CH2:42][CH2:43]1.[S:18]([Cl:19])([Cl:20])=[O:21].[cH:44]1[cH:45][cH:46][n:47][cH:48][cH:49]1>>[CH3:1][C:2]1([CH3:17])[c:3]2[cH:4][cH:5][c:6]([C:14](=[O:15])[NH:23][c:24]3[cH:25][cH:26][c:27]([O:28][CH2:29][CH2:30][N:31]4[CH2:32][CH2:33][O:34][CH2:35][CH2:36]4)[cH:37][cH:38]3)[cH:7][c:8]2[C:9]([CH3:12])([CH3:13])[CH2:10][CH2:11]1. The reactants are CC1(C)CCC(C)(C)c2cc(C(=O)O)ccc21, [Cl-], Nc1ccc(OCCN2CCOCC2)cc1, C1CCOC1, O=S(Cl)Cl, c1ccncc1.